This data is from the Open Reaction Database (ORD), a public repository of structured organic reaction records. The task is: describe an organic reaction: reactants, conditions, products, and yield The reactants are C(=O)(O)C1=C2C=CNC2=CC=C1 (4-carboxyindole), [I-].ClC1=[N+](C=CC=C1)C (2-chloro-1-methylpyridinium iodide), C(CC1=CC=CC=C1)N1CCNCC1 (4-phenethylpiperazine), C(C)N(C(C)C)C(C)C (ethyldi-isopropylamine). Run in CN1C(CCC1)=O (N-methylpyrrolidone), CN1C(CCC1)=O (NMP), CC(=O)C (acetone). Run at time 3 hour. Yields the product Cl.N1C=CC2=C(C=CC=C12)C(=O)N1CCN(CC1)CCC1=CC=CC=C1 ((1H-indol-4-yl)-(4-phenethylpiperazin-1-yl)methanone, hydrochloride). Isolated yield 100.1%. RXN SMILES: [C:1]([C:4]1[CH:12]=[CH:11][CH:10]=[C:9]2[C:5]=1[CH:6]=[CH:7][NH:8]2)([OH:3])=O.[I-].[Cl:14]C1C=CC=C[N+]=1C.[CH2:22]([N:30]1[CH2:35][CH2:34][NH:33][CH2:32][CH2:31]1)[CH2:23][C:24]1[CH:29]=[CH:28][CH:27]=[CH:26][CH:25]=1.C(N(C(C)C)C(C)C)C>CN1CCCC1=O.CC(C)=O>[ClH:14].[NH:8]1[C:9]2[C:5](=[C:4]([C:1]([N:33]3[CH2:34][CH2:35][N:30]([CH2:22][CH2:23][C:24]4[CH:29]=[CH:28][CH:27]=[CH:26][CH:25]=4)[CH2:31][CH2:32]3)=[O:3])[CH:12]=[CH:11][CH:10]=2)[CH:6]=[CH:7]1 |f:1.2,7.8|. Reported procedure: A solution of 2.0 g of 4-carboxyindole and 8.1 g of 2-chloro-1-methylpyridinium iodide in 60 ml of N-methylpyrrolidone (NMP) is treated with a solution of 2.36 g of 4-phenethylpiperazine and 8.2 g of ethyldi-isopropylamine (EDIPA) in 20 ml of NMP and subsequently stirred at room temperature for 3 hours. The mixture is worked up in the customary manner and the crude product is obtained. This is dissolved in acetone and the hydrochloride is precipitated using aqueous hydrochloric acid. After dryin... The reactants are [Cl-].[NH4+] (ammonium chloride), CN1N=CC=C1C=1C=C(C=CC1O)C1=CC=CC=C1 (3-(1-methyl-1H-pyrazol-5-yl)biphenyl-4-ol), C([O-])([O-])=O.[K+].[K+] (potassium carbonate), C(#N)C=1C=C(C=CC1F)S(=O)(=O)NC=1SC(=CN1)F (3-cyano-4-fluoro-N-(5-fluoro-1,3-thiazol-2-yl)benzenesulfonamide). Solvent: CN(C=O)C (N,N-dimethylformamide). Run at temperature 80 celsius. Yields the product C(#N)C=1C=C(C=CC1OC1=C(C=C(C=C1)C1=CC=CC=C1)C1=CC=NN1C)S(=O)(=O)NC=1SC(=CN1)F (3-Cyano-N-(5-fluoro-1,3-thiazol-2-yl)-4-{[3-(1-methyl-1H-pyrazol-5-yl)biphenyl-4-yl]oxy}benzenesulfonamide). Yield: 47.8%. Reaction SMILES: [CH3:1][N:2]1[C:6]([C:7]2[CH:8]=[C:9]([C:14]3[CH:19]=[CH:18][CH:17]=[CH:16][CH:15]=3)[CH:10]=[CH:11][C:12]=2[OH:13])=[CH:5][CH:4]=[N:3]1.C(=O)([O-])[O-].[K+].[K+].[C:26]([C:28]1[CH:29]=[C:30]([S:35]([NH:38][C:39]2[S:40][C:41]([F:44])=[CH:42][N:43]=2)(=[O:37])=[O:36])[CH:31]=[CH:32][C:33]=1F)#[N:27].[Cl-].[NH4+]>CN(C)C=O>[C:26]([C:28]1[CH:29]=[C:30]([S:35]([NH:38][C:39]2[S:40][C:41]([F:44])=[CH:42][N:43]=2)(=[O:37])=[O:36])[CH:31]=[CH:32][C:33]=1[O:13][C:12]1[CH:11]=[CH:10][C:9]([C:14]2[CH:15]=[CH:16][CH:17]=[CH:18][CH:19]=2)=[CH:8][C:7]=1[C:6]1[N:2]([CH3:1])[N:3]=[CH:4][CH:5]=1)#[N:27] |f:1.2.3,5.6|. Procedure: To a stirred solution of 3-(1-methyl-1H-pyrazol-5-yl)biphenyl-4-ol (Preparation 28, 188 mg, 0.75 mmol) and potassium carbonate (173 mg, 1.25 mmol) in N,N-dimethylformamide (2.5 mL) was added 3-cyano-4-fluoro-N-(5-fluoro-1,3-thiazol-2-yl)benzenesulfonamide (Preparation 34, 151 mg, 0.5 mmol) and the reaction mixture was stirred at 80° C. After stirring for 16 hours, the reaction mixture was cooled to room temperature. Saturated aqueous ammonium chloride (10 mL) was added to the reaction mixture an... Reactants: [Cl-].[NH4+] (ammonium chloride), C[O-].[Na+] (sodium methoxide), COC1=C(C=O)C=C(C=C1)OC (2,5-dimethoxybenzaldehyde), N(=[N+]=[N-])CC(=O)OC (methyl azidoacetate). Run in CO (methanol), CO (methanol). Run at time 2 hour. Yields the product COC1=C(C=C(C=C1)OC)C(=C(C(=O)OC)N=[N+]=[N-])C1=CC=CC=C1 (methyl 2,5-dimethoxyphenyl-α-azidocinnamate). Isolated yield 86.6%. As a reaction SMILES: C[O-].[Na+].[CH3:4][O:5][C:6]1[CH:13]=[CH:12][C:11]([O:14][CH3:15])=[CH:10][C:7]=1[CH:8]=O.[N:16]([CH2:19][C:20]([O:22][CH3:23])=[O:21])=[N+:17]=[N-:18].[Cl-].[NH4+]>CO>[CH3:4][O:5][C:6]1[CH:13]=[CH:12][C:11]([O:14][CH3:15])=[CH:10][C:7]=1[C:8]([C:6]1[CH:13]=[CH:12][CH:11]=[CH:10][CH:7]=1)=[C:19]([N:16]=[N+:17]=[N-:18])[C:20]([O:22][CH3:23])=[O:21] |f:0.1,4.5|. Procedure: While 23 ml of sodium methoxide (28% solution in methanol) in 40 ml of anhydrous methanol was stirred vigorously, 40 ml of a mixed methanol solution containing 4.0 g (21.1 mmol) of 2,5-dimethoxybenzaldehyde and 9.7 g (84.2 mmol) of methyl azidoacetate was added dropwise at -15° C. After completion of the addition, the reaction mixture was stirred for 2 hours. Then the reaction mixture was poured into a saturated ammonium chloride solution and extracted with ethyl acetate. The extract was washed ... Reactants: O=C(Cl)c1ccccc1, CC#N, N#C[Cu], N#C[Na], Cc1ccccc1C. Yields the product N#CC(=O)c1ccccc1. RXN SMILES: [C:1]([c:2]1[cH:3][cH:4][cH:5][cH:6][cH:7]1)(=[O:8])[Cl:9].[CH3:10][C:11]#[N:12].[Cu:13][C:14]#[N:15].[Na:16][C:17]#[N:18].[c:19]1([CH3:20])[c:21]([CH3:22])[cH:23][cH:24][cH:25][cH:26]1>>[C:1]([c:2]1[cH:3][cH:4][cH:5][cH:6][cH:7]1)(=[O:8])[C:11]#[N:12]. Reactants: OC1=C(C2=CC=CC=C2C=C1)/C=C/NC=O ((E)-N-[2-(2-hydroxynaphth-1-yl) ethenyl] formamide), C(C)(=O)OC(C)=O (acetic anhydride). Run in N1=CC=CC=C1 (pyridine). The product is C(=O)N/C=C/C1=C(C=CC2=CC=CC=C12)OC(C)=O ((E)-1-(N-formylaminovinyl)-2-acetoxynaphthalene). Isolated yield 90.0%. Reaction SMILES: [OH:1][C:2]1[CH:11]=[CH:10][C:9]2[C:4](=[CH:5][CH:6]=[CH:7][CH:8]=2)[C:3]=1/[CH:12]=[CH:13]/[NH:14][CH:15]=[O:16].[C:17](OC(=O)C)(=[O:19])[CH3:18]>N1C=CC=CC=1>[CH:15]([NH:14]/[CH:13]=[CH:12]/[C:3]1[C:4]2[C:9](=[CH:8][CH:7]=[CH:6][CH:5]=2)[CH:10]=[CH:11][C:2]=1[O:1][C:17](=[O:19])[CH3:18])=[O:16]. Procedure: To a cooled solution of (E)-N-[2-(2-hydroxynaphth-1-yl) ethenyl] formamide (2133 mg, 10 mmol) in dry pyridine (5 ml) is added acetic anhydride (2042 mg, 20 mmol) and the mixture maintained at 0°-5° overnight. Thereupon the mixture is concentrated under vacuum, the residue dissolved in dichloromethane, the organic layer washed with water and then evaporated under reduced pressure. The crude product is crystallized from chloroform/methanol to yield pure title compound in 90% yield (2300 mg).